From a dataset of the Open Reaction Database (ORD), a public repository of structured organic reaction records. describe an organic reaction: reactants, conditions, products, and yield Starting materials: NC=1N(C=2N=C(NC(C2N1)=O)N)CC=1SC=CC1 (8-amino-9-[(2-thienyl)methyl]guanine), CN(C)C=O (DMF), N1=CC=CC=C1 (pyridine), C(C)(=O)OC(C)=O (acetic anhydride). Solvent: CCOCC (ether). Reaction conditions: time 36 hour. Yields the product O=C1C=2N=C(N(C2N=C(N1)NC(C)=O)CC=1SC=CC1)NC(C)=O (N,N'-[6,9-dihydro-6-oxo-9-(2-thienylmethyl)-1H-purin-2,8-di-yl]bis acetamide). As a reaction SMILES: [NH2:1][C:2]1[N:3]([CH2:13][C:14]2[S:15][CH:16]=[CH:17][CH:18]=2)[C:4]2[N:5]=[C:6]([NH2:12])[NH:7][C:8](=[O:11])[C:9]=2[N:10]=1.CN([CH:22]=[O:23])C.N1C=CC=C[CH:25]=1.[C:30](OC(=O)C)(=[O:32])[CH3:31]>CCOCC>[O:11]=[C:8]1[NH:7][C:6]([NH:12][C:30](=[O:32])[CH3:31])=[N:5][C:4]2[N:3]([CH2:13][C:14]3[S:15][CH:16]=[CH:17][CH:18]=3)[C:2]([NH:1][C:22](=[O:23])[CH3:25])=[N:10][C:9]1=2. Procedure: A mixture of 8-amino-9-[(2-thienyl)methyl]guanine (0.5 g; 1.88 mmol), DMF (10 ml), pyridine (5 ml), and acetic anhydride (5 ml) was stirred at room temperature for 36 hours. The mixture was diluted with ether (50 ml) and filtered to give analytically pure product, mp 243°-4° C. Starting materials: COC(=O)Cl (Methyl chloridocarbonate), NC=1C=C2C(CC3(CCN(CC3)C(=O)OC(C)(C)C)OC2=CC1)=O (tert-butyl 6-amino-4-oxospiro[chroman-2,4′-piperidine]-1′-carboxylate). The solvent is N1=CC=CC=C1 (pyridine). Run at time 6 hour. The product is COC(=O)NC=1C=C2C(CC3(CCN(CC3)C(=O)OC(C)(C)C)OC2=CC1)=O (tert-Butyl 6-[(methoxycarbonyl)amino]-4-oxospiro[chroman-2,4′-piperidine]-1′-carboxylate). As a reaction SMILES: [CH3:1][O:2][C:3](Cl)=[O:4].[NH2:6][C:7]1[CH:8]=[C:9]2[C:26](=[CH:27][CH:28]=1)[O:25][C:12]1([CH2:17][CH2:16][N:15]([C:18]([O:20][C:21]([CH3:24])([CH3:23])[CH3:22])=[O:19])[CH2:14][CH2:13]1)[CH2:11][C:10]2=[O:29]>N1C=CC=CC=1>[CH3:1][O:2][C:3]([NH:6][C:7]1[CH:8]=[C:9]2[C:26](=[CH:27][CH:28]=1)[O:25][C:12]1([CH2:13][CH2:14][N:15]([C:18]([O:20][C:21]([CH3:23])([CH3:24])[CH3:22])=[O:19])[CH2:16][CH2:17]1)[CH2:11][C:10]2=[O:29])=[O:4]. Reported procedure: Methyl chloridocarbonate was added to a solution of tert-butyl 6-amino-4-oxospiro[chroman-2,4′-piperidine]-1′-carboxylate in pyridine and stirred at room temperature for 6 hours. The solvent was removed under reduced pressure and the residue was purified by silicagel column chromatography (hexane/EtOAc) to obtain the intended compound as pale yellow foam. Reactants: CC=1C(=NC=CC1)CN(CCCCN)CC1=NC=CC=C1C (N1,N1-bis-(3-methyl-pyridin-2-ylmethyl)-butane-1,4-diamine), Cl.N1N=C(C=C1)C(=N)N (1H-pyrazole-carboxamidine hydrochloride), CCN(C(C)C)C(C)C (DIPEA). Run in CN(C)C=O (DMF). Conditions: time 16 hour. The product is CC=1C(=NC=CC1)CN(CCCCNC(=N)N)CC1=NC=CC=C1C (N-{4-[bis-(3-methyl-pyridin-2-ylmethyl)-amino]-butyl}-guanidine). Yield: 88.1%. As a reaction SMILES: [CH3:1][C:2]1[C:3]([CH2:8][N:9]([CH2:15][C:16]2[C:21]([CH3:22])=[CH:20][CH:19]=[CH:18][N:17]=2)[CH2:10][CH2:11][CH2:12][CH2:13][NH2:14])=[N:4][CH:5]=[CH:6][CH:7]=1.Cl.N1C=CC([C:29]([NH2:31])=[NH:30])=N1.CCN(C(C)C)C(C)C>CN(C=O)C>[CH3:1][C:2]1[C:3]([CH2:8][N:9]([CH2:15][C:16]2[C:21]([CH3:22])=[CH:20][CH:19]=[CH:18][N:17]=2)[CH2:10][CH2:11][CH2:12][CH2:13][NH:14][C:29]([NH2:31])=[NH:30])=[N:4][CH:5]=[CH:6][CH:7]=1 |f:1.2|. Procedure details: To a solution of N1,N1-bis-(3-methyl-pyridin-2-ylmethyl)-butane-1,4-diamine (0.1970 g, 0.46 mmol) in DMF (5 mL) was added 1H-pyrazole-carboxamidine hydrochloride (0.0681 g, 0.46 mmol) and DIPEA (0.48 mL, 2.76 mmol) and stirred at room temperature for 16 hours. The reaction mixture was concentrated, and purification of the crude material by column chromatography on silica gel (20:1:1, then 10:1:1, then 1:1:1 CH2Cl2-MeOH—NH4OH) followed by radial chromatography on silica gel (20:4:1 CH2Cl2-MeOH—NH... Starting materials: O=C1CCC(=O)N1Br, [Na+], [Na+], O=S([O-])([O-])=S, CN(C)C=O, N#CC1(c2nccs2)CCCCC1. The product is N#CC1(c2ncc(Br)s2)CCCCC1. RXN SMILES: [Br:1][N:2]1[C:3](=[O:4])[CH2:5][CH2:6][C:7]1=[O:8].[Na+:22].[Na+:23].[O-:24][S:25]([O-:26])(=[S:27])=[O:28].[O:29]=[CH:30][N:31]([CH3:32])[CH3:33].[s:9]1[c:10]([C:14]2([C:20]#[N:21])[CH2:15][CH2:16][CH2:17][CH2:18][CH2:19]2)[n:11][cH:12][cH:13]1>>[Br:1][c:13]1[s:9][c:10]([C:14]2([C:20]#[N:21])[CH2:15][CH2:16][CH2:17][CH2:18][CH2:19]2)[n:11][cH:12]1. Starting materials: C(C)N(C(CCC1=CC=C(C=C1)NC1=NC=C(C=N1)C1=CC=C(C=C1)OC)=O)CC (N,N-Diethyl-3-{4-[5-(4-methoxy-phenyl)-pyrimidin-2-ylamino]-phenyl}-propionamide), [Li] (lithium), C1CCOC1 (THF). Run in CO (MeOH). Product: C(C)N(CCCC1=CC=C(C=C1)NC1=NC=C(C=N1)C1=CC=C(C=C1)OC)CC ([4-(3-Diethylamino-propyl)-phenyl]-[5-(4-methoxy-phenyl)-pyrimidin-2-yl]-amine). As a reaction SMILES: [CH2:1]([N:3]([CH2:29][CH3:30])[C:4](=O)[CH2:5][CH2:6][C:7]1[CH:12]=[CH:11][C:10]([NH:13][C:14]2[N:19]=[CH:18][C:17]([C:20]3[CH:25]=[CH:24][C:23]([O:26][CH3:27])=[CH:22][CH:21]=3)=[CH:16][N:15]=2)=[CH:9][CH:8]=1)[CH3:2].[Li].C1COCC1>CO>[CH2:29]([N:3]([CH2:1][CH3:2])[CH2:4][CH2:5][CH2:6][C:7]1[CH:8]=[CH:9][C:10]([NH:13][C:14]2[N:15]=[CH:16][C:17]([C:20]3[CH:21]=[CH:22][C:23]([O:26][CH3:27])=[CH:24][CH:25]=3)=[CH:18][N:19]=2)=[CH:11][CH:12]=1)[CH3:30] |^1:30|. Reported procedure: N,N-Diethyl-3-{4-[5-(4-methoxy-phenyl)-pyrimidin-2-ylamino]-phenyl}-propionamide (0.1 mmol) is heated at reflux with lithium alluminium hydride in THF (1.0 M, 1.0 mmol) for 4 h. MeOH is added at rt to quench the reaction. Purification by preparative LCMS affords the title compound. 1H NMR (400 MHz, CDCl3) δ 12.4 (s, 1H), 8.62 (s, 2H), 8.59 (s, 1H), 7.61 (d, J=8.3 Hz, 2H), 7.43 (d, J=8.6 Hz, 2H), 7.17 (d, J=8.2 Hz, 2H), 7.02 (d, J=8.6 Hz, 2H), 3.86 (s, 3H), 3.1 (m, 4H), 3.96 (s, 1H), 3.0 (m, 2H),... Reactants: C1(=CC=C(C=C1)C=1OC=2C(N1)=C(C=CC2)C(=O)O)C (2-p-tolylbenzoxazole-4-carboxylic acid), Cl.Cl.NC1CC2CCCC(C1)N2C (3-amino-9-methyl-9-azabicyclo[3.3.1]nonane dihydrochloride), Cl.C(C)N=C=NCCCN(C)C (1-ethyl-3-(3-dimethylaminopropyl) carbodiimide hydrochloride), ON1N=NC2=C1C=CC=C2 (1-hydroxybenzotriazole), CCN(C(C)C)C(C)C (DIPEA). Solvent: CN(C)C=O (DMF), C(C)(=O)OCC (ethyl acetate). Reaction conditions: time 10 minute. Product: CN1C2CC(CC1CCC2)NC(=O)C=2C=CC=C1C2N=C(O1)C1=CC=C(C=C1)C (N-(9-methyl-9-azabicyclo[3.3.1]non-3-yl)-2-p-tolylbenzoxazole-4-carboxamide). Isolated yield 26.7%. As a reaction SMILES: [C:1]1([CH3:19])[CH:6]=[CH:5][C:4]([C:7]2[O:8][C:9]3[C:10](=[C:12]([C:16]([OH:18])=O)[CH:13]=[CH:14][CH:15]=3)[N:11]=2)=[CH:3][CH:2]=1.Cl.Cl.[NH2:22][CH:23]1[CH2:30][CH:29]2[N:31]([CH3:32])[CH:25]([CH2:26][CH2:27][CH2:28]2)[CH2:24]1.Cl.C(N=C=NCCCN(C)C)C.ON1C2C=CC=CC=2N=N1.CCN(C(C)C)C(C)C>CN(C=O)C.C(OCC)(=O)C>[CH3:32][N:31]1[CH:25]2[CH2:26][CH2:27][CH2:28][CH:29]1[CH2:30][CH:23]([NH:22][C:16]([C:12]1[CH:13]=[CH:14][CH:15]=[C:9]3[O:8][C:7]([C:4]4[CH:3]=[CH:2][C:1]([CH3:19])=[CH:6][CH:5]=4)=[N:11][C:10]=13)=[O:18])[CH2:24]2 |f:1.2.3,4.5|. Procedure details: A mixture of 2-p-tolylbenzoxazole-4-carboxylic acid (62 mg, 0.24 mmol), 3-amino-9-methyl-9-azabicyclo[3.3.1]nonane dihydrochloride (66 mg, 0.29 mmol), 1-ethyl-3-(3-dimethylaminopropyl) carbodiimide hydrochloride (94 mg, 0.49 mmol) and 1-hydroxybenzotriazole (66 mg, 0.49 mmol) in DMF (5 mL) was stirred for 10 min at room temperature, then DIPEA (0.16 mL, 0.98 mmol) was added. The resulting reaction mixture was stirred at room temperature overnight. The mixture was diluted with ethyl acetate (20 m... Reactants: C1(=CC=CC=C1)C(N=NC1=CC=C(N=N1)OCC(CO)O)(C1=CC=CC=C1)C1=CC=CC=C1 ((RS)-3-[(6-triphenylmethylazo-3-pyridazinyl)oxy]-1.2-propanediol). The reagents and catalysts are [Pd] (palladium on charcoal). Solvent: C(C)O (ethanol), O1CCCC1 (tetrahydrofuran). The product is OC(COC=1N=NC(=CC1)NNC(C1=CC=CC=C1)(C1=CC=CC=C1)C1=CC=CC=C1)CO ((RS)-3-(2.3-Dihydroxypropoxy)-6-(2-triphenylmethylhydrazino)pyridazine). Yield: 58.4%. Reaction SMILES: [C:1]1([C:7]([C:28]2[CH:33]=[CH:32][CH:31]=[CH:30][CH:29]=2)([C:22]2[CH:27]=[CH:26][CH:25]=[CH:24][CH:23]=2)[N:8]=[N:9][C:10]2[N:15]=[N:14][C:13]([O:16][CH2:17][CH:18]([OH:21])[CH2:19][OH:20])=[CH:12][CH:11]=2)[CH:6]=[CH:5][CH:4]=[CH:3][CH:2]=1>C(O)C.O1CCCC1.[Pd]>[OH:21][CH:18]([CH2:19][OH:20])[CH2:17][O:16][C:13]1[N:14]=[N:15][C:10]([NH:9][NH:8][C:7]([C:1]2[CH:2]=[CH:3][CH:4]=[CH:5][CH:6]=2)([C:22]2[CH:23]=[CH:24][CH:25]=[CH:26][CH:27]=2)[C:28]2[CH:33]=[CH:32][CH:31]=[CH:30][CH:29]=2)=[CH:11][CH:12]=1. Procedure details: Into a solution of (RS)-3-[(6-triphenylmethylazo-3-pyridazinyl)oxy]-1.2-propanediol (5.45 g) in 95% ethanol (100 ml) and tetrahydrofuran (50 ml) containing 5% palladium on charcoal (1.1 g) hydrogen was bubbled, at room temperature, for 16 hours. Removal of the catalyst and evaporation of the solvent gave a residue which was crystallized from 2-propanol to yield 3.2 g of the title compound. m.p. 174°-176° C. Mass spectrum (E.I. 70 eV, 1.5 mA), m/z=412 (M-N2H2)+, 338 (M-C3H8N2O2)+, 243 (Ph3C)+.